This data is from the Open Reaction Database (ORD), a public repository of structured organic reaction records. The task is: describe an organic reaction: reactants, conditions, products, and yield Procedure: A mixture of (±)-2-(1-(5-ethyl-7-methyl-1-tosyl-1H-indol-4-yl)-2,2,2-trifluoro-1-hydroxyethyl)-1-((2-(trimethylsilyl)ethoxy)methyl)-1H-benzo[d]imidazole-5-carbonitrile and (±)-2-(1-(5-ethyl-7-methyl-1-tosyl-1H-indol-4-yl)-2,2,2-trifluoro-1-hydroxyethyl)-1-((2-(trimethylsilyl)ethoxy)methyl)-1H-benzo[d]imidazole-6-carbonitrile (1.16 g, 1.69 mmol) and HCl in MeOH (1.25 M, 13.59 mL, 16.99 mmol) was allowed to stir at 60° C. for 0.5 h. The reaction mixture was cooled to rt and concentrated. The resid... Product: C(C)C=1C(=C2C=CN(C2=C(C1)C)S(=O)(=O)C1=CC=C(C)C=C1)C(C(F)(F)F)(O)C1=NC2=C(N1)C=CC(=C2)C#N ((±)-2-(1-(5-Ethyl-7-methyl-1-tosyl-1H-indol-4-yl)-2,2,2-trifluoro-1-hydroxyethyl)-1H-benzo[d]imidazole-5-carbonitrile). Reactants: C(C)C=1C(=C2C=CN(C2=C(C1)C)S(=O)(=O)C1=CC=C(C)C=C1)C(C(F)(F)F)(O)C1=NC2=C(N1COCC[Si](C)(C)C)C=CC(=C2)C#N ((±)-2-(1-(5-ethyl-7-methyl-1-tosyl-1H-indol-4-yl)-2,2,2-trifluoro-1-hydroxyethyl)-1-((2-(trimethylsilyl)ethoxy)methyl)-1H-benzo[d]imidazole-5-carbonitrile), C(C)C=1C(=C2C=CN(C2=C(C1)C)S(=O)(=O)C1=CC=C(C)C=C1)C(C(F)(F)F)(O)C1=NC2=C(N1COCC[Si](C)(C)C)C=C(C=C2)C#N ((±)-2-(1-(5-ethyl-7-methyl-1-tosyl-1H-indol-4-yl)-2,2,2-trifluoro-1-hydroxyethyl)-1-((2-(trimethylsilyl)ethoxy)methyl)-1H-benzo[d]imidazole-6-carbonitrile), Cl (HCl), CO (MeOH). Reaction conditions: temperature 60 celsius, time 0.5 hour. Reaction SMILES: [CH2:1]([C:3]1[C:4]([C:23]([C:29]2[N:33](COCC[Si](C)(C)C)[C:32]3[CH:42]=[CH:43][C:44]([C:46]#[N:47])=[CH:45][C:31]=3[N:30]=2)([OH:28])[C:24]([F:27])([F:26])[F:25])=[C:5]2[C:9](=[C:10]([CH3:12])[CH:11]=1)[N:8]([S:13]([C:16]1[CH:22]=[CH:21][C:19]([CH3:20])=[CH:18][CH:17]=1)(=[O:15])=[O:14])[CH:7]=[CH:6]2)[CH3:2].C(C1C(C(C2N(COCC[Si](C)(C)C)C3C=C(C#N)C=CC=3N=2)(O)C(F)(F)F)=C2C(=C(C)C=1)N(S(C1C=CC(C)=CC=1)(=O)=O)C=C2)C.Cl.CO>>[CH2:1]([C:3]1[C:4]([C:23]([C:29]2[NH:33][C:32]3[CH:42]=[CH:43][C:44]([C:46]#[N:47])=[CH:45][C:31]=3[N:30]=2)([OH:28])[C:24]([F:26])([F:27])[F:25])=[C:5]2[C:9](=[C:10]([CH3:12])[CH:11]=1)[N:8]([S:13]([C:16]1[CH:22]=[CH:21][C:19]([CH3:20])=[CH:18][CH:17]=1)(=[O:15])=[O:14])[CH:7]=[CH:6]2)[CH3:2]. Starting materials: ClCCCl, CNCCNc1cc(C)nc(Oc2c(C)cc(C)cc2C)c1C, COc1ccc(CC(=O)O)cc1OC, CCOC(C)=O, CN(C)C=O, On1nnc2ccccc21. Yields the product COc1ccc(CC(=O)NCCNc2cc(C)nc(Oc3c(C)cc(C)cc3C)c2C)cc1OC. Reaction SMILES: [CH2:38]([Cl:39])[CH2:40][Cl:41].[CH3:1][c:2]1[c:3]([O:14][c:15]2[c:16]([CH3:23])[cH:17][c:18]([CH3:22])[cH:19][c:20]2[CH3:21])[n:4][c:5]([CH3:13])[cH:6][c:7]1[NH:8][CH2:9][CH2:10][NH:11][CH3:12].[CH3:24][O:25][c:26]1[cH:27][c:28]([CH2:34][C:35](=[O:36])[OH:37])[cH:29][cH:30][c:31]1[O:32][CH3:33].[CH3:57][CH2:58][O:59][C:60]([CH3:61])=[O:62].[O:52]=[CH:53][N:54]([CH3:55])[CH3:56].[OH:42][n:43]1[c:44]2[c:45]([cH:46][cH:47][cH:48][cH:49]2)[n:50][n:51]1>>[CH3:1][c:2]1[c:3]([O:14][c:15]2[c:16]([CH3:23])[cH:17][c:18]([CH3:22])[cH:19][c:20]2[CH3:21])[n:4][c:5]([CH3:13])[cH:6][c:7]1[NH:8][CH2:9][CH2:10][NH:11][C:35]([CH2:34][c:28]1[cH:27][c:26]([O:25][CH3:24])[c:31]([O:32][CH3:33])[cH:30][cH:29]1)=[O:37]. The reactants are C1(=CC=CC=C1)P(C1=CC=CC=C1)C1=CC=CC=C1 (triphenylphosphine), CC(C)([O-])C.[Na+] (sodium t-butoxide), C1(=CC=CC=C1)NC1=CC2=C(OC3=C2C=CC=C3)C=C1 (N-phenyldibenzo[b,d]furan-2-amine), BrC1=CC(=CC=C1)I (1-bromo-3-iodobenzene). The reagents and catalysts are CC(=O)[O-].CC(=O)[O-].[Pd+2] (Pd(OAc)2). Solvent: C1(=CC=CC=C1)C (toluene). Yields the product BrC=1C=C(C=CC1)N(C1=CC2=C(OC3=C2C=CC=C3)C=C1)C1=CC=CC=C1 (N-(3-bromophenyl)-N-phenyldibenzo[b,d]furan-2-amine). Yield: 70.0%. As a reaction SMILES: [C:1]1([NH:7][C:8]2[CH:20]=[CH:19][C:11]3[O:12][C:13]4[CH:18]=[CH:17][CH:16]=[CH:15][C:14]=4[C:10]=3[CH:9]=2)[CH:6]=[CH:5][CH:4]=[CH:3][CH:2]=1.[Br:21][C:22]1[CH:27]=[CH:26][CH:25]=[C:24](I)[CH:23]=1.C1(P(C2C=CC=CC=2)C2C=CC=CC=2)C=CC=CC=1.CC(C)([O-])C.[Na+]>C1(C)C=CC=CC=1.CC([O-])=O.CC([O-])=O.[Pd+2]>[Br:21][C:22]1[CH:23]=[C:24]([N:7]([C:1]2[CH:6]=[CH:5][CH:4]=[CH:3][CH:2]=2)[C:8]2[CH:20]=[CH:19][C:11]3[O:12][C:13]4[CH:18]=[CH:17][CH:16]=[CH:15][C:14]=4[C:10]=3[CH:9]=2)[CH:25]=[CH:26][CH:27]=1 |f:3.4,6.7.8|. Procedure details: N-phenyldibenzo[b,d]furan-2-amine (5.0 g, 19.3 mmol), and 1-bromo-3-iodobenzene (10.9 g, 38.6 mmol) were mixed in 100 mL of toluene. The solution was bubbled with nitrogen for 15 min. Pd(OAc)2 (0.22 g, 1.0 mmol), triphenylphosphine (0.51 g, 1.9 mmol) and sodium t-butoxide (2.2 g, 23.1 mmol) were then added. The mixture was refluxed overnight under nitrogen. After cooling, the reaction mixture was filtered through celite/silica pad and the filtrate was concentrated under vacuum. The residue was t... Starting materials: hydrochloride salt, NC1=CC=C2C=CC=NC2=C1 (7-aminoquinoline), CC1=NC(=CC=C1C1=CC=C(C(=O)O)C=C1)C (4-(2,6-dimethyl-3-pyridyl)benzoic acid). Yields the product CC1=NC(=CC=C1C1=CC=C(C(=O)NC2=CC=C3C=CC=NC3=C2)C=C1)C (4-(2,6-Dimethyl-3-pyridyl)-N-quinolin-7-ylbenzamide). RXN SMILES: [NH2:1][C:2]1[CH:11]=[C:10]2[C:5]([CH:6]=[CH:7][CH:8]=[N:9]2)=[CH:4][CH:3]=1.[CH3:12][C:13]1[C:18]([C:19]2[CH:27]=[CH:26][C:22]([C:23](O)=[O:24])=[CH:21][CH:20]=2)=[CH:17][CH:16]=[C:15]([CH3:28])[N:14]=1>>[CH3:12][C:13]1[C:18]([C:19]2[CH:27]=[CH:26][C:22]([C:23]([NH:1][C:2]3[CH:11]=[C:10]4[C:5]([CH:6]=[CH:7][CH:8]=[N:9]4)=[CH:4][CH:3]=3)=[O:24])=[CH:21][CH:20]=2)=[CH:17][CH:16]=[C:15]([CH3:28])[N:14]=1. Procedure: Using the procedure outlined in Example 56, the title compound was prepared as the corresponding hydrochloride salt from 7-aminoquinoline (D55) (25 mg, 0.17 mmol) and 4-(2,6-dimethyl-3-pyridyl)benzoic acid (D56) (21 mg, 0.09 mmol) as a brown solid. 1H NMR (250 MHz, DMSO) δ (ppm): 9.15 (d, 1H), 9.01 (s, 1H), 8.94 (d, 1H), 8.28 (m, 5H), 7.84 (m, 2H), 7.72 (d, 2H), 2.79 (s, 3H), 2.70 (s, 3H). Reactants: ClC1=C(C=CC(=C1)Cl)N1N=CC(=C1C#N)C(=O)OCC (ethyl 1-(2,4-dichlorophenyl)-5-cyano-4-pyrazolecarboxylate), [OH-].[K+] (potassium hydroxide). The solvent is C(C)O (ethanol). The product is C(=O)(O)C=1C=NN(C1C(=O)N)C1=C(C=C(C=C1)Cl)Cl (4-Carboxy-1-(2,4-dichlorophenyl)-5-pyrazolecarboxamide). Reaction SMILES: [Cl:1][C:2]1[CH:7]=[C:6]([Cl:8])[CH:5]=[CH:4][C:3]=1[N:9]1[C:13]([C:14]#[N:15])=[C:12]([C:16]([O:18]CC)=[O:17])[CH:11]=[N:10]1.[OH-:21].[K+]>C(O)C>[C:16]([C:12]1[CH:11]=[N:10][N:9]([C:3]2[CH:4]=[CH:5][C:6]([Cl:8])=[CH:7][C:2]=2[Cl:1])[C:13]=1[C:14]([NH2:15])=[O:21])([OH:18])=[O:17] |f:1.2|. Procedure details: A 2.5 g. portion of ethyl 1-(2,4-dichlorophenyl)-5-cyano-4-pyrazolecarboxylate was reacted with 1 g.of potassium hydroxide in 60 ml. of 50% aqueous ethanol to obtain 1.2 g. ofpurified product, m.p. 239°-240°, with the following elemental analysis. Starting materials: CS(=O)(=O)C1=CC=C(C=C1)B(O)O ([4-(Methylsulfonyl)phenyl]boronic acid), BrC1=CC=C(C=N1)OCC1CCN(CC1)C(=O)OC(C)C (1-methylethyl 4-{[(6-bromo-3-pyridinyl)oxy]methyl}-1-piperidinecarboxylate), C(=O)([O-])[O-].[Na+].[Na+] (Na2CO3). Reagents/catalysts: Cl[Pd]([P](C1=CC=CC=C1)(C2=CC=CC=C2)C3=CC=CC=C3)([P](C4=CC=CC=C4)(C5=CC=CC=C5)C6=CC=CC=C6)Cl (PdCl2(PPh3)2). The solvent is COCCOC (DME). Conditions: temperature 80 celsius. Yields the product CS(=O)(=O)C1=CC=C(C=C1)C1=CC=C(C=N1)OCC1CCN(CC1)C(=O)OC(C)C (1-Methylethyl 4-[({6-[4-(methylsulfonyl)phenyl]-3-pyridinyl}oxy)methyl]-1-piperidinecarboxylate). The yield is 80.9%. RXN SMILES: [CH3:1][S:2]([C:5]1[CH:10]=[CH:9][C:8](B(O)O)=[CH:7][CH:6]=1)(=[O:4])=[O:3].Br[C:15]1[N:20]=[CH:19][C:18]([O:21][CH2:22][CH:23]2[CH2:28][CH2:27][N:26]([C:29]([O:31][CH:32]([CH3:34])[CH3:33])=[O:30])[CH2:25][CH2:24]2)=[CH:17][CH:16]=1.C([O-])([O-])=O.[Na+].[Na+]>Cl[Pd](Cl)([P](C1C=CC=CC=1)(C1C=CC=CC=1)C1C=CC=CC=1)[P](C1C=CC=CC=1)(C1C=CC=CC=1)C1C=CC=CC=1.COCCOC>[CH3:1][S:2]([C:5]1[CH:10]=[CH:9][C:8]([C:15]2[N:20]=[CH:19][C:18]([O:21][CH2:22][CH:23]3[CH2:24][CH2:25][N:26]([C:29]([O:31][CH:32]([CH3:34])[CH3:33])=[O:30])[CH2:27][CH2:28]3)=[CH:17][CH:16]=2)=[CH:7][CH:6]=1)(=[O:4])=[O:3] |f:2.3.4,^1:43,62|. Procedure details: Alternative preparation: [4-(Methylsulfonyl)phenyl]boronic acid (0.17 g, 0.84 mmol) and 1-methylethyl 4-{[(6-bromo-3-pyridinyl)oxy]methyl}-1-piperidinecarboxylate (prepared as in Example 81, Step 1, 0.25 g, 0.70 mmol) were mixed with DME (4 mL) and 2M Na2CO3 (4 mL). The mixture was degassed with N2, then PdCl2(PPh3)2 (50 mg, 0.07 mmol) was added. The reaction mixture was degassed again with N2 and heated at 80° C. for 6 h, then cooled to ambient temperature, and diluted with EtOAc. The mixture w... Starting materials: Cc1ccc(C=O)cc1[N+](=O)[O-], CC(=O)c1ccccc1, CCO, O. Yields the product Cc1ccc(C=CC(=O)c2ccccc2)cc1[N+](=O)[O-]. As a reaction SMILES: [CH3:10][c:11]1[c:12]([N+:19](=[O:20])[O-:21])[cH:13][c:14]([CH:15]=[O:16])[cH:17][cH:18]1.[CH3:1][C:2](=[O:3])[c:4]1[cH:5][cH:6][cH:7][cH:8][cH:9]1.[CH3:23][CH2:24][OH:25].[OH2:22]>>[CH:1]([C:2](=[O:3])[c:4]1[cH:5][cH:6][cH:7][cH:8][cH:9]1)=[CH:15][c:14]1[cH:13][c:12]([N+:19](=[O:20])[O-:21])[c:11]([CH3:10])[cH:18][cH:17]1. The reactants are C1CCOC1, CCO, CCOC(=O)C1=Cc2cc(Cl)c(Oc3ncc(CC)cn3)cc2OC1C(F)(F)F, [Li+], [OH-], O, O. The product is CCc1cnc(Oc2cc3c(cc2Cl)C=C(C(=O)O)C(C(F)(F)F)O3)nc1. As a reaction SMILES: [CH2:36]1[O:37][CH2:38][CH2:39][CH2:40]1.[CH3:33][CH2:34][OH:35].[Cl:1][c:2]1[cH:3][c:4]2[c:9]([cH:10][c:11]1[O:12][c:13]1[n:14][cH:15][c:16]([CH2:19][CH3:20])[cH:17][n:18]1)[O:8][CH:7]([C:21]([F:22])([F:23])[F:24])[C:6]([C:25](=[O:26])[O:27][CH2:28][CH3:29])=[CH:5]2.[Li+:32].[OH-:31].[OH2:30].[OH2:41]>>[Cl:1][c:2]1[cH:3][c:4]2[c:9]([cH:10][c:11]1[O:12][c:13]1[n:14][cH:15][c:16]([CH2:19][CH3:20])[cH:17][n:18]1)[O:8][CH:7]([C:21]([F:22])([F:23])[F:24])[C:6]([C:25](=[O:26])[OH:27])=[CH:5]2.